From a dataset of the Open Reaction Database (ORD), a public repository of structured organic reaction records. describe an organic reaction: reactants, conditions, products, and yield Reactants: C(C)(=O)NNC1=CC=C(C=C1)N (1-Acetyl-2-(4-aminophenyl)hydrazine), C1(=CC=CC=C1)N=C=S (phenyl isothiocyanate). Solvent: C(C)#N (acetonitrile). Conditions: time 5 minute. The product is C(C)(=O)NNC1=CC=C(C=C1)NC(=S)NC1=CC=CC=C1 (1-[4-(2-Acetylhydrazino)phenyl]-3-phenylthiourea). Reaction SMILES: [C:1]([NH:4][NH:5][C:6]1[CH:11]=[CH:10][C:9]([NH2:12])=[CH:8][CH:7]=1)(=[O:3])[CH3:2].[C:13]1([N:19]=[C:20]=[S:21])[CH:18]=[CH:17][CH:16]=[CH:15][CH:14]=1>C(#N)C>[C:1]([NH:4][NH:5][C:6]1[CH:11]=[CH:10][C:9]([NH:12][C:20]([NH:19][C:13]2[CH:18]=[CH:17][CH:16]=[CH:15][CH:14]=2)=[S:21])=[CH:8][CH:7]=1)(=[O:3])[CH3:2]. Procedure: 1-Acetyl-2-(4-aminophenyl)hydrazine (8.25 g, 0.05 mole) and phenyl isothiocyanate (6.8 g, 0.05 mole) were suspended in acetonitrile (100 ml). The resulting mixture was heated at reflux with stirring for 5 minutes. The product separated from solution as a white solid. After chilling, the product was removed from the reaction mixture by filtration and washed thoroughly with ether. Yield 14.5 g (96%), m.p. 205°-207° C. Yield: 96.9%. The solvent is FC(C(=O)O)(F)F (Trifluoroacetic acid). Reactants: C1(C=CCC1)C1=CC(=C(C(=O)OC(C)(C)C)C=C1)NC1=CC=C(C=C1)F (tert-butyl 4-(2-cyclopenten-1-yl)-2-(4-fluoroanilino)benzoate). Reported procedure: Trifluoroacetic acid 10 mL was added to tert-butyl 4-(2-cyclopenten-1-yl)-2-(4-fluoroanilino)benzoate 27 mg, and it was stirred at room temperature for 1 hour. The solvent was removed under reduced pressure, methanol was added to the obtained residue, and solid matter was filtrated to give 4-(2-cyclopenten-1-yl)-2-(4-fluoroanilino)benzoic acid 22 mg of white solid. Product: C1(C=CCC1)C1=CC(=C(C(=O)O)C=C1)NC1=CC=C(C=C1)F (4-(2-cyclopenten-1-yl)-2-(4-fluoroanilino)benzoic acid). Reaction SMILES: [CH:1]1([C:6]2[CH:18]=[CH:17][C:9]([C:10]([O:12]C(C)(C)C)=[O:11])=[C:8]([NH:19][C:20]3[CH:25]=[CH:24][C:23]([F:26])=[CH:22][CH:21]=3)[CH:7]=2)[CH2:5][CH2:4][CH:3]=[CH:2]1>FC(F)(F)C(O)=O>[CH:1]1([C:6]2[CH:18]=[CH:17][C:9]([C:10]([OH:12])=[O:11])=[C:8]([NH:19][C:20]3[CH:25]=[CH:24][C:23]([F:26])=[CH:22][CH:21]=3)[CH:7]=2)[CH2:5][CH2:4][CH:3]=[CH:2]1. Run at time 1 hour. Reactants: C(C)(C)NNC(OC(C)(C)C)=O (tert-Butyl N-(isopropylamino)carbamate), FC(CN)(F)F (2,2,2-Trifluoroethanamine), TEA, ClC(Cl)(OC(OC(Cl)(Cl)Cl)=O)Cl (triphosgene), O (Water). The solvent is C(Cl)Cl (CH2Cl2), C(Cl)Cl (CH2Cl2), C(Cl)Cl (CH2Cl2). Yields the product C(C)(C)N(NC(=O)OC(C)(C)C)C(NCC(F)(F)F)=O (tert-Butyl 2-isopropyl-2-(2,2,2-trifluoroethylcarbamoyl)hydrazine carboxylate). As a reaction SMILES: [F:1][C:2]([F:6])([F:5])[CH2:3][NH2:4].Cl[C:8](Cl)([O:10]C(=O)OC(Cl)(Cl)Cl)Cl.[CH:19]([NH:22][NH:23][C:24](=[O:30])[O:25][C:26]([CH3:29])([CH3:28])[CH3:27])([CH3:21])[CH3:20].O>C(Cl)Cl>[CH:19]([N:22]([C:8](=[O:10])[NH:4][CH2:3][C:2]([F:6])([F:5])[F:1])[NH:23][C:24]([O:25][C:26]([CH3:28])([CH3:27])[CH3:29])=[O:30])([CH3:21])[CH3:20]. Reported procedure: 2,2,2-Trifluoroethanamine (284 mg, 2.87 mmol), TEA (0.8 ml, 5.74 mmol)) in CH2Cl2 (6 mL) were added to the solution of triphosgene (298 mg, 1 mmol) in CH2Cl2 (8 mL) at −40° C. and the reaction mixture was stirred for 30 min tert-Butyl N-(isopropylamino)carbamate (JOC, 2013, 78, 3541-3552.) (500 mg, 2.87 mmol) in CH2Cl2 (4 mL) was then added to the reaction mixture at −40° C. and stirred at ambient temperature—overnight. Water was added to the reaction mixture and it was extracted with CH2Cl2. Th... Starting materials: CSC=1C=CC(=C(C(=O)NCC2CCN(CC2)C(C2=CC=CC=C2)C2=CC=CC=C2)C1)NC(=O)NCCCC (5-methylthio-2-(N'-n-butylureido)-N-[(1-diphenylme-thylpiperidin-4-yl)methyl]benzamide), OOS(=O)[O-].[K+] (OXONE), [NH4+].[OH-] (NH4OH), OOS(=O)[O-].[K+] (OXONE). The solvent is CC#N.C(Cl)Cl.CO.O (CH3CN CH2Cl2 MeOH H2O), C(Cl)Cl (CH2Cl2). Yields the product C(CCC)NC(NC1=C(C(=O)NCC2CCN(CC2)C(C2=CC=CC=C2)C2=CC=CC=C2)C=C(C=C1)S(=O)C)=O (2-(N'-n-butylureido)-5-methylsulfinyl-N-[(1-diphenylmethylpiperidin-4yl)methyl]benzamide). Reaction SMILES: [CH3:1][S:2][C:3]1[CH:4]=[CH:5][C:6]([NH:32][C:33]([NH:35][CH2:36][CH2:37][CH2:38][CH3:39])=[O:34])=[C:7]([CH:31]=1)[C:8]([NH:10][CH2:11][CH:12]1[CH2:17][CH2:16][N:15]([CH:18]([C:25]2[CH:30]=[CH:29][CH:28]=[CH:27][CH:26]=2)[C:19]2[CH:24]=[CH:23][CH:22]=[CH:21][CH:20]=2)[CH2:14][CH2:13]1)=[O:9].[OH:40]OS([O-])=O.[K+].[NH4+].[OH-]>CC#N.C(Cl)Cl.CO.O.C(Cl)Cl>[CH2:36]([NH:35][C:33](=[O:34])[NH:32][C:6]1[CH:5]=[CH:4][C:3]([S:2]([CH3:1])=[O:40])=[CH:31][C:7]=1[C:8]([NH:10][CH2:11][CH:12]1[CH2:17][CH2:16][N:15]([CH:18]([C:19]2[CH:24]=[CH:23][CH:22]=[CH:21][CH:20]=2)[C:25]2[CH:26]=[CH:27][CH:28]=[CH:29][CH:30]=2)[CH2:14][CH2:13]1)=[O:9])[CH2:37][CH2:38][CH3:39] |f:1.2,3.4,5.6.7.8|. Procedure: A solution of 5-methylthio-2-(N'-n-butylureido)-N-[(1-diphenylme-thylpiperidin-4-yl)methyl]benzamide (EXAMPLE 73) (200 mg, 0.367 mmol) in CH3CN/CH2Cl2 /MeOH/H2O (10 ml/2 ml/4 ml/0.5 ml) was agitated with OXONE® (2KHSO5KHSO4K2SO4) (142 mg, 0.231 mmol) for 2 hours at room temperature and then an additional OXONE® (15 mg) was added. The reaction mixture was made basic with 25% NH4OH and diluted with CH2Cl2. The organic layer was washed twice with H2O, dried over MgSO4 and evaporated. The residue wa... Starting materials: CCCCP(CCCC)CCCC, C1CCOC1, Cc1noc(C)c1Cn1cc(N2C(=O)CNC2=O)cn1, COc1cccc(CO)n1. The product is COc1cccc(CN2CC(=O)N(c3cnn(Cc4c(C)noc4C)c3)C2=O)n1. Reaction SMILES: [CH2:31]([P:32]([CH2:33][CH2:34][CH2:35][CH3:36])[CH2:37][CH2:38][CH2:39][CH3:40])[CH2:41][CH2:42][CH3:43].[CH2:44]1[O:45][CH2:46][CH2:47][CH2:48]1.[CH3:1][c:2]1[n:3][o:4][c:5]([CH3:20])[c:6]1[CH2:7][n:8]1[n:9][cH:10][c:11]([N:13]2[C:14](=[O:19])[NH:15][CH2:16][C:17]2=[O:18])[cH:12]1.[CH3:21][O:22][c:23]1[cH:24][cH:25][cH:26][c:27]([CH2:29][OH:30])[n:28]1>>[CH3:1][c:2]1[n:3][o:4][c:5]([CH3:20])[c:6]1[CH2:7][n:8]1[n:9][cH:10][c:11]([N:13]2[C:14](=[O:19])[N:15]([CH2:29][c:27]3[cH:26][cH:25][cH:24][c:23]([O:22][CH3:21])[n:28]3)[CH2:16][C:17]2=[O:18])[cH:12]1. Starting materials: Cc1cc(Oc2cc(Cl)c(C(=O)O)cc2Cl)c(C(=O)N2CCN(C3CC3)c3ccccc32)cn1, Nc1nnn[nH]1. Product: Cc1cc(Oc2cc(Cl)c(C(=O)Nc3nnn[nH]3)cc2Cl)c(C(=O)N2CCN(C3CC3)c3ccccc32)cn1. Reaction SMILES: [Cl:1][c:2]1[c:3]([C:4](=[O:5])[OH:6])[cH:7][c:8]([Cl:34])[c:9]([O:11][c:12]2[cH:13][c:14]([CH3:33])[n:15][cH:16][c:17]2[C:18](=[O:19])[N:20]2[CH2:21][CH2:22][N:23]([CH:30]3[CH2:31][CH2:32]3)[c:24]3[cH:25][cH:26][cH:27][cH:28][c:29]32)[cH:10]1.[NH2:35][c:36]1[n:37][n:38][n:39][nH:40]1>>[Cl:1][c:2]1[c:3]([C:4](=[O:6])[NH:35][c:36]2[n:37][n:38][n:39][nH:40]2)[cH:7][c:8]([Cl:34])[c:9]([O:11][c:12]2[cH:13][c:14]([CH3:33])[n:15][cH:16][c:17]2[C:18](=[O:19])[N:20]2[CH2:21][CH2:22][N:23]([CH:30]3[CH2:31][CH2:32]3)[c:24]3[cH:25][cH:26][cH:27][cH:28][c:29]32)[cH:10]1. The reactants are FC=1C=C(C=NC1)B(O)O ((5-fluoropyridin-3-yl)boronic acid), FC(C1=CC=C(C=N1)B(O)O)(F)F ([6-(trifluoromethyl)pyridin-3-yl]boronic acid), COC1=CC=C(C=N1)B(O)O ((6-methoxypyridin-3-yl)boronic acid), FC1=C(C=CC=C1)B(O)O ((2-fluorophenyl)boronic acid), C1(=CC=CC=C1)B(O)O (phenylboronic acid), N1=CC(=CC=C1)B(O)O ((pyridin-3-yl)boronic acid). Product: C1(=CC=CC=C1)C#CC1=CC(=CC(=N1)N)C1=CC=NC=C1 (6-(2-phenylethynyl)-4-(pyridin-4-yl)pyridin-2-amine). As a reaction SMILES: F[C:2]1[CH:3]=[C:4](B(O)O)[CH:5]=[N:6][CH:7]=1.FC(F)(F)[C:13]1[N:18]=[CH:17][C:16](B(O)O)=[CH:15][CH:14]=1.CO[C:26]1N=CC(B(O)O)=C[CH:27]=1.F[C:36]1[CH:41]=[CH:40][CH:39]=[CH:38][C:37]=1B(O)O.C1(B(O)O)C=CC=CC=1.[N:54]1C=CC=C(B(O)O)C=1>>[C:36]1([C:26]#[C:27][C:7]2[N:6]=[C:5]([NH2:54])[CH:4]=[C:3]([C:15]3[CH:14]=[CH:13][N:18]=[CH:17][CH:16]=3)[CH:2]=2)[CH:41]=[CH:40][CH:39]=[CH:38][CH:37]=1. Procedure details: The following compounds are prepared analogously utilizing (5-fluoropyridin-3-yl)boronic acid, [6-(trifluoromethyl)pyridin-3-yl]boronic acid, (6-methoxypyridin-3-yl)boronic acid, (2-fluorophenyl)boronic acid, phenylboronic acid or (pyridin-3-yl)boronic acid, respectively: Starting materials: C[Al](C)C, Cc1ccccc1, Nc1cc(C2CC2)ccc1F, COC(=O)c1cc2nc(Nc3c(Cl)cncc3Cl)[nH]c2c2c1OC(C)(C)C2. Product: CC1(C)Cc2c(c(C(=O)Nc3cc(C4CC4)ccc3F)cc3nc(Nc4c(Cl)cncc4Cl)[nH]c23)O1. RXN SMILES: [CH3:39][Al:40]([CH3:41])[CH3:42].[CH3:43][c:44]1[cH:45][cH:46][cH:47][cH:48][cH:49]1.[CH:28]1([c:31]2[cH:32][cH:33][c:34]([F:38])[c:35]([NH2:36])[cH:37]2)[CH2:29][CH2:30]1.[Cl:1][c:2]1[cH:3][n:4][cH:5][c:6]([Cl:27])[c:7]1[NH:8][c:9]1[nH:10][c:11]2[c:12]([n:13]1)[cH:14][c:15]([C:23](=[O:24])[O:25][CH3:26])[c:16]1[c:17]2[CH2:18][C:19]([CH3:21])([CH3:22])[O:20]1>>[Cl:1][c:2]1[cH:3][n:4][cH:5][c:6]([Cl:27])[c:7]1[NH:8][c:9]1[nH:10][c:11]2[c:12]([n:13]1)[cH:14][c:15]([C:23](=[O:24])[NH:36][c:35]1[c:34]([F:38])[cH:33][cH:32][c:31]([CH:28]3[CH2:29][CH2:30]3)[cH:37]1)[c:16]1[c:17]2[CH2:18][C:19]([CH3:21])([CH3:22])[O:20]1. Starting materials: O=C1C(CSC1)C#N (4-oxotetrahydrothiophene-3-carbonitrile), C([O-])([O-])=O.[K+].[K+] (potassium carbonate), IC (iodomethane). The solvent is CC(=O)C (acetone). Run at temperature 35 celsius, time 1 hour. Yields the product CC1(CSCC1=O)C#N (3-Methyl-4-oxotetrahydrothiophene-3-carbonitrile). RXN SMILES: [O:1]=[C:2]1[CH2:6][S:5][CH2:4][CH:3]1[C:7]#[N:8].[C:9](=O)([O-])[O-].[K+].[K+].IC>CC(C)=O>[CH3:9][C:3]1([C:7]#[N:8])[C:2](=[O:1])[CH2:6][S:5][CH2:4]1 |f:1.2.3|. Procedure: To a solution of 4-oxotetrahydrothiophene-3-carbonitrile (0.50 g, 3.9 mmol) in anhydrous acetone (7.8 mL) was added potassium carbonate (1.63 g, 11.8 mmol), followed by iodomethane (0.56 g, 3.9 mmol). The resulting mixture was stirred at 35° C. for 1 hour. The mixture was cooled to ambient temperature, filtered, and carefully concentrated in vacuo to afford the title compound. The residue was carried forward without further purification. Starting materials: C([O-])(O)=O.[Na+] (sodium bicarbonate), C1(=CC=CC=C1)C=1C=C(C=NC1Cl)OC[C@H]1N(CCC1)C (5-phenyl-6-chloro-3-(1-methyl-2-(S)-pyrrolidinylmethoxy)pyridine), C([O-])([O-])=O.[Na+].[Na+] (sodium carbonate), C1(=CC=CC=C1)B(O)O (phenylboronic acid). Reagents/catalysts: C=1C=CC(=CC1)[P](C=2C=CC=CC2)(C=3C=CC=CC3)[Pd]([P](C=4C=CC=CC4)(C=5C=CC=CC5)C=6C=CC=CC6)([P](C=7C=CC=CC7)(C=8C=CC=CC8)C=9C=CC=CC9)[P](C=1C=CC=CC1)(C=1C=CC=CC1)C=1C=CC=CC1 (tetrakis(triphenylphosphine)palladium(0)). Solvent: O (Water), C1=CC=CC=C1 (benzene). Product: C1(=CC=CC=C1)C=1C=C(C=NC1)OC[C@H]1N(CCC1)C (5-Phenyl-3-(1-methyl-2-(S)-pyrrolidinylmethoxy)pyridine). The yield is 76.6%. RXN SMILES: [C:1]1([C:7]2[CH:8]=[C:9]([O:14][CH2:15][C@@H:16]3[CH2:20][CH2:19][CH2:18][N:17]3[CH3:21])[CH:10]=[N:11][C:12]=2Cl)[CH:6]=[CH:5][CH:4]=[CH:3][CH:2]=1.C(=O)([O-])[O-].[Na+].[Na+].C1(B(O)O)C=CC=CC=1.C(=O)(O)[O-].[Na+]>C1C=CC=CC=1.C1C=CC([P]([Pd]([P](C2C=CC=CC=2)(C2C=CC=CC=2)C2C=CC=CC=2)([P](C2C=CC=CC=2)(C2C=CC=CC=2)C2C=CC=CC=2)[P](C2C=CC=CC=2)(C2C=CC=CC=2)C2C=CC=CC=2)(C2C=CC=CC=2)C2C=CC=CC=2)=CC=1.O>[C:1]1([C:7]2[CH:8]=[C:9]([O:14][CH2:15][C@@H:16]3[CH2:20][CH2:19][CH2:18][N:17]3[CH3:21])[CH:10]=[N:11][CH:12]=2)[CH:2]=[CH:3][CH:4]=[CH:5][CH:6]=1 |f:1.2.3,5.6,^1:51,53,72,91|. Procedure details: To a solution of 5-phenyl-6-chloro-3-(1-methyl-2-(S)-pyrrolidinylmethoxy)pyridine (110 mg, 0.36 mmol) in benzene (2.0 mL) were added sodium carbonate (2.0M, 1.0 mL), tetrakis(triphenylphosphine)palladium(0) (15 mg, 0.013 mmol) and phenylboronic acid (53 mg, 0.43 mmol). The reaction mixture was refluxed overnight, and then cooled to room temperature. Water (2 mL) was added, and solid sodium bicarbonate was added until the aqueous layer was saturated. The mixture was extracted with EtOAc, which wa...